describe an organic reaction: reactants, conditions, products, and yield From a dataset of the Open Reaction Database (ORD), a public repository of structured organic reaction records. As a reaction SMILES: Cl[C:2]1[N:3]=[N:4][C:5]([C:8]2[S:9][CH:10]=[CH:11][CH:12]=2)=[CH:6][CH:7]=1.[OH:13][C:14]1[CH:19]=[CH:18][C:17]([CH2:20][C:21]([NH:23][NH2:24])=O)=[CH:16][CH:15]=1>C(O)CCC>[S:9]1[CH:10]=[CH:11][CH:12]=[C:8]1[C:5]1[CH:6]=[CH:7][C:2]2[N:3]([C:21]([CH2:20][C:17]3[CH:18]=[CH:19][C:14]([OH:13])=[CH:15][CH:16]=3)=[N:23][N:24]=2)[N:4]=1. Procedure details: A solution containing 3-Chloro-6-thiophene-2-yl-pyridazine (58 mg, 0.29 mmol) Example 17: step a and (4-Hydroxy-phenyl)-acetic acid hydrazide (120 mg, 0.58 mmol) in butanol (5 mL) was heated to reflux overnight. The reaction was cooled to rt and the solids were filtered and washed with MeOH. The solid was recrystalized from MeOH to yield the title compound as a tan solid. 1H-NMR (CD3OD/CDCl3): δ 8.12-8.10 (1H, d, J=9.34 Hz), 7.83-7.82 (1H, d, J=3.7 Hz), 7.78-7.76 (1H, d, J=9.8 Hz), 7.67-7.65 (1H... The product is S1C(=CC=C1)C=1C=CC=2N(N1)C(=NN2)CC2=CC=C(C=C2)O (4-(6-Thiophen-2-yl-[1,2,4]triazolo[4,3-b]pyridazin-3-ylmethyl)-phenol). Run in C(CCC)O (butanol). The reactants are ClC=1N=NC(=CC1)C=1SC=CC1 (3-Chloro-6-thiophene-2-yl-pyridazine), OC1=CC=C(C=C1)CC(=O)NN ((4-Hydroxy-phenyl)-acetic acid hydrazide). The reactants are [H-].[Na+] (sodium hydride), C(C1=CC=C(C(=O)OC)C=C1)(=O)OC (dimethyl terephthalate), C(C)(=O)C=1C=C2C(CCC(C2=CC1)(C)C)(C)C (6-acetyl-1,2,3,4-tetrahydro-1,1,4,4-tetramethylnaphthalene), Cl (hydrochloric acid). Run in C1(=CC=CC=C1)C (toluene), O (water), C1(=CC=CC=C1)C (toluene), C(OC)COC (dimethoxyethane), O (water). Run at time 5 hour. Yields the product C(=O)(OC)C1=CC=C(C=C1)C(CC(=O)C1=CC=2C(CCC(C2C=C1)(C)C)(C)C)=O (1-(4-carbomethoxyph-enyl)-3-(5,6,7,8-tetrahydro- 5,5,8,8-tetramethyl-2-naphthalenyl)-propane-1,3-dione). Isolated yield 56.3%. Reaction SMILES: [C:1]([O:13]C)(=O)[C:2]1[CH:11]=[CH:10][C:5]([C:6]([O:8][CH3:9])=[O:7])=[CH:4][CH:3]=1.[C:15]([C:18]1[CH:19]=[C:20]2[C:25](=[CH:26][CH:27]=1)[C:24]([CH3:29])([CH3:28])[CH2:23][CH2:22][C:21]2([CH3:31])[CH3:30])(=[O:17])[CH3:16].[H-].[Na+].Cl>C1(C)C=CC=CC=1.C(COC)OC.O>[C:6]([C:5]1[CH:4]=[CH:3][C:2]([C:1](=[O:13])[CH2:16][C:15]([C:18]2[CH:27]=[CH:26][C:25]3[C:24]([CH3:29])([CH3:28])[CH2:23][CH2:22][C:21]([CH3:31])([CH3:30])[C:20]=3[CH:19]=2)=[O:17])=[CH:11][CH:10]=1)([O:8][CH3:9])=[O:7] |f:2.3|. Procedure details: A solution of 19.4 g (0.1 mole) of dimethyl terephthalate and 23 g (0.1 mole) of 6-acetyl-1,2,3,4-tetrahydro-1,1,4,4-tetramethylnaphthalene in a mixture of 80 ml of toluene and 20 ml of dimethoxyethane was added dropwise at 100° C. to a suspension of 6.3 g (0.15 mole) of sodium hydride in 21 ml of toluene under nitrogen. The reaction mixture was refluxed with stirring for 5 hours and then cooled, after which 50 ml of water were added and the mixture was acidified with semiconcentrated hydrochlor... Starting materials: Cl.NC=1C=C(C(=O)OC)C=CN1 (methyl 2-aminoisonicotinate hydrochloride), C(C(C)C)(=O)Cl (isobutyryl chloride), Carboxylic acid-1. Product: C(C(C)C)(=O)NC=1C=C(C(=O)OC)C=CN1 (methyl 2-isobutyramidoisonicotinate). Yield: 93.0%. Reaction SMILES: Cl.[NH2:2][C:3]1[CH:4]=[C:5]([CH:10]=[CH:11][N:12]=1)[C:6]([O:8][CH3:9])=[O:7].[C:13](Cl)(=[O:17])[CH:14]([CH3:16])[CH3:15]>>[C:13]([NH:2][C:3]1[CH:4]=[C:5]([CH:10]=[CH:11][N:12]=1)[C:6]([O:8][CH3:9])=[O:7])(=[O:17])[CH:14]([CH3:16])[CH3:15] |f:0.1|. Reported procedure: The title compound is prepared in 93% yield (2.20 g, a yellow solid) from methyl 2-aminoisonicotinate hydrochloride (2.00 g, 10.6 mmol) and isobutyryl chloride by the similar manner in Step-1 of Carboxylic acid-1. The reactants are COC1=NC(=CC=C1[N+](=O)[O-])S(=O)(=O)C (2-methoxy-6-(methylsulfonyl)-3-nitropyridine), [H][H] (hydrogen). Reagents/catalysts: [Pd] (palladium on charcoal). Run in CCOC(=O)C.CCO (EtOAc EtOH). Conditions: time 2 hour. Yields the product COC1=NC(=CC=C1N)S(=O)(=O)C (2-methoxy-6-(methysulfonyl)pyridine-3-amine). Isolated yield 97.0%. RXN SMILES: [CH3:1][O:2][C:3]1[C:8]([N+:9]([O-])=O)=[CH:7][CH:6]=[C:5]([S:12]([CH3:15])(=[O:14])=[O:13])[N:4]=1.[H][H]>CCOC(C)=O.CCO.[Pd]>[CH3:1][O:2][C:3]1[C:8]([NH2:9])=[CH:7][CH:6]=[C:5]([S:12]([CH3:15])(=[O:14])=[O:13])[N:4]=1 |f:2.3|. Reported procedure: To a solution of 2-methoxy-6-(methylsulfonyl)-3-nitropyridine (Preparation 83, 290 mg, 1.249 mmol) in EtOAc/EtOH (1:1, 10 mL) was added palladium on charcoal (10%, 100 mg). The flask was charged with hydrogen and the reaction mixture was stirred at room temperature for 2 hours. The reaction mixture was filtered through Celite® and concentrated in vacuo to give the title compound (245 mg, 97%). Starting materials: C1(=CC=CC2=CC=CC=C12)CC=1C(=NNC1N)N (4-(1-naphthalenylmethyl)-1H-pyrazole-3,5-diamine), C(CC(=O)OC)(=O)OC (dimethyl propanedioate), C[O-].[Na+] (sodium methoxide). Solvent: CO (Methanol). Reaction conditions: temperature 65 celsius, time 18 hour. Product: NC1=NN2C(NC(CC2=O)=O)=C1CC1=CC=CC2=CC=CC=C12 (2-amino-3-(1-naphthalenylmethyl)pyrazolo[1,5-a]pyrimidine-5,7(4H,6H)-dione). RXN SMILES: [C:1]1([CH2:11][C:12]2[C:13]([NH2:18])=[N:14][NH:15][C:16]=2[NH2:17])[C:10]2[C:5](=[CH:6][CH:7]=[CH:8][CH:9]=2)[CH:4]=[CH:3][CH:2]=1.[C:19](OC)(=[O:25])[CH2:20][C:21](OC)=[O:22].C[O-].[Na+]>CO>[NH2:18][C:13]1[C:12]([CH2:11][C:1]2[C:10]3[C:5](=[CH:6][CH:7]=[CH:8][CH:9]=3)[CH:4]=[CH:3][CH:2]=2)=[C:16]2[NH:17][C:19](=[O:25])[CH2:20][C:21](=[O:22])[N:15]2[N:14]=1 |f:2.3|. Procedure details: To a solution of 4-(1-naphthalenylmethyl)-1H-pyrazole-3,5-diamine (2.18 g, 9.15 mmol), dimethyl propanedioate (3.63 g, 27.4 mmol) in Methanol (30 mL) was added sodium methoxide (1.68 g, 31.1 mmol). The reaction mixture was stirred at 65° C. for 18 h. After the reaction mixture was cooled down, the solvent was evaporated. Water (10 mL) was added in. The solid precipitated. The mixture was neutralized with 1 N HCl. The precipitated product was filtered and dried in vacuo (2.7 g, 96%). 1H NMR (400 ... Starting materials: COC(=O)C(C)n1ccc2cc(O)ccc21, CCOC(C)=O, OCCCNc1nc(Cl)ncc1F, ClCCl, O=C(N=NC(=O)N1CCCCC1)N1CCCCC1, c1ccc(P(c2ccccc2)c2ccccc2)cc1. Reaction SMILES: [CH3:14][O:15][C:16]([CH:17]([CH3:18])[n:19]1[cH:20][cH:21][c:22]2[cH:23][c:24]([OH:28])[cH:25][cH:26][c:27]12)=[O:29].[CH3:70][CH2:71][O:72][C:73]([CH3:74])=[O:75].[Cl:1][c:2]1[n:3][cH:4][c:5]([F:13])[c:6]([NH:8][CH2:9][CH2:10][CH2:11][OH:12])[n:7]1.[Cl:67][CH2:68][Cl:69].[N:49]([C:50]([N:51]1[CH2:52][CH2:53][CH2:54][CH2:55][CH2:56]1)=[O:57])=[N:58][C:59]([N:60]1[CH2:61][CH2:62][CH2:63][CH2:64][CH2:65]1)=[O:66].[c:30]1([P:31]([c:32]2[cH:33][cH:34][cH:35][cH:36][cH:37]2)[c:38]2[cH:39][cH:40][cH:41][cH:42][cH:43]2)[cH:44][cH:45][cH:46][cH:47][cH:48]1>>[Cl:1][c:2]1[n:3][cH:4][c:5]([F:13])[c:6]([NH:8][CH2:9][CH2:10][CH2:11][O:12][c:24]2[cH:23][c:22]3[cH:21][cH:20][n:19]([CH:17]([C:16]([O:15][CH3:14])=[O:29])[CH3:18])[c:27]3[cH:26][cH:25]2)[n:7]1. Yields the product COC(=O)C(C)n1ccc2cc(OCCCNc3nc(Cl)ncc3F)ccc21. Starting materials: C[Mg]Br.C(C)OCC (methyl magnesium bromide diethyl ether), N1=C(C=CC=C1)C1=CC=C(C#N)C=C1 (4-(2-pyridyl)benzonitrile), [Cl-].[NH4+] (ammonium chloride), C(C)(=O)OCC (ethyl acetate). The solvent is ClCCl (dichloromethane). Run at time 20 hour. Yields the product N1=C(C=CC=C1)C1=CC=C(C=C1)C(C)=O (4'-(2-Pyridyl)acetophenone). RXN SMILES: C[Mg]Br.C([O:6][CH2:7][CH3:8])C.[N:9]1[CH:14]=[CH:13][CH:12]=[CH:11][C:10]=1[C:15]1[CH:22]=[CH:21][C:18](C#N)=[CH:17][CH:16]=1.[Cl-].[NH4+].C(OCC)(=O)C>ClCCl>[N:9]1[CH:14]=[CH:13][CH:12]=[CH:11][C:10]=1[C:15]1[CH:16]=[CH:17][C:18]([C:7](=[O:6])[CH3:8])=[CH:21][CH:22]=1 |f:0.1,3.4|. Reported procedure: After 21 ml of a 3M methyl magnesium bromide-diethyl ether solution was added dropwise to a solution of 3.10 g of 4-(2-pyridyl)benzonitrile in 120 ml of dichloromethane under ice-cooling in a nitrogen atmosphere, the mixture was stirred at room temperature for 20 hours. After the reaction, an aqueous ammonium chloride solution and ethyl acetate were added to the reaction mixture, followed by stirring of the resulting mixture. The ethyl acetate layer was separated from the reaction mixture, dried...